From a dataset of the Open Reaction Database (ORD), a public repository of structured organic reaction records. describe an organic reaction: reactants, conditions, products, and yield The reactants are ClCC=1C(=CC(=NC1)N(C)OC)NCC (5-(Chloromethyl)-N4-ethyl-N2-methoxy-N2-methylpyridine-2,4-diamine), FC1=C(C=C(C=C1)N)[N+](=O)[O-] (4-fluoro-3-nitro-phenylamine). Solvent: N1=CC=CC=C1 (pyridine). Product: C(C)NC1=CC(=NC=C1CNC1=CC(=C(C=C1)F)[N+](=O)[O-])N(C)OC (N4-ethyl-5-((4-fluoro-3-nitrophenylamino)methyl)-N2-methoxy-N2-methylpyridine-2,4-diamine). The yield is 85.7%. RXN SMILES: Cl[CH2:2][C:3]1[C:4]([NH:13][CH2:14][CH3:15])=[CH:5][C:6]([N:9]([O:11][CH3:12])[CH3:10])=[N:7][CH:8]=1.[F:16][C:17]1[CH:22]=[CH:21][C:20]([NH2:23])=[CH:19][C:18]=1[N+:24]([O-:26])=[O:25]>N1C=CC=CC=1>[CH2:14]([NH:13][C:4]1[C:3]([CH2:2][NH:23][C:20]2[CH:21]=[CH:22][C:17]([F:16])=[C:18]([N+:24]([O-:26])=[O:25])[CH:19]=2)=[CH:8][N:7]=[C:6]([N:9]([O:11][CH3:12])[CH3:10])[CH:5]=1)[CH3:15]. Procedure: 5-(Chloromethyl)-N4-ethyl-N2-methoxy-N2-methylpyridine-2,4-diamine (4.3 g, 18.7 mmol, from Example A19) and 4-fluoro-3-nitro-phenylamine (3 g, 19 mmol) were combined in pyridine (50 ml) by the method of Example A4 to provide N4-ethyl-5-((4-fluoro-3-nitrophenylamino)methyl)-N2-methoxy-N2-methylpyridine-2,4-diamine (5.6 g, 85% yield). 1H NMR (400 MHz, DMSO-d6): δ 7.65 (s, 1 H), 7.63 (s, 1 H), 7.34-7.29 (m, 1 H), 7.23-7.21 (m, 1H), 7.02-7.6.98 (m, 1 H), 6.84 (s, 1 H), 6.06 (s, 1 H), 4.18 (d, J=3.2 ... The reactants are O, Nc1cccc(CSc2nc3cc(CO)ccc3[nH]2)n1. Yields the product Nc1cccc(CS(=O)c2nc3cc(CO)ccc3[nH]2)n1. As a reaction SMILES: [OH2:21].[OH:1][CH2:2][c:3]1[cH:4][c:5]2[c:6]([nH:7][c:8]([S:10][CH2:11][c:12]3[cH:13][cH:14][cH:15][c:16]([NH2:18])[n:17]3)[n:9]2)[cH:19][cH:20]1>>[OH:1][CH2:2][c:3]1[cH:4][c:5]2[c:6]([nH:7][c:8]([S:10]([CH2:11][c:12]3[cH:13][cH:14][cH:15][c:16]([NH2:18])[n:17]3)=[O:21])[n:9]2)[cH:19][cH:20]1. Product: FC1=CC=C(C=C1)N1N=C(C=C1C1=CC=C(C=C1)SC)C(=O)N(C)C (1-(4-fluorophenyl)-N,N-dimethyl-5-[4-(methylthio)phenyl]pyrazole-3-carboxamide). Procedure details: A mixture of 1-(4-fluorophenyl)-5-[4-(methylthio)phenyl]pyrazole-3-carboxylic acid (3 g) and 1,1'-carbonyldiimidazole (1.6 g) in tetrahydrofuran (39 ml) was refluxed for 1 hour. Dimethylamine hydrochloride (1.04 g) and potassium carbonate (1.33 g) were added, and the resulting mixture was stirred and refluxed for 3 hours. The mixture was diluted with ethyl acetate, washed with water, an aqueous solution of sodium bicarbonate, dilute hydrochloric acid and water, successively, dried and concentrat... Solvent: O1CCCC1 (tetrahydrofuran), C(C)(=O)OCC (ethyl acetate). The yield is 80.1%. RXN SMILES: [F:1][C:2]1[CH:7]=[CH:6][C:5]([N:8]2[C:12]([C:13]3[CH:18]=[CH:17][C:16]([S:19][CH3:20])=[CH:15][CH:14]=3)=[CH:11][C:10]([C:21]([OH:23])=O)=[N:9]2)=[CH:4][CH:3]=1.[C:24](N1C=CN=C1)([N:26]1C=CN=[CH:27]1)=O.Cl.CNC.C(=O)([O-])[O-].[K+].[K+]>O1CCCC1.C(OCC)(=O)C>[F:1][C:2]1[CH:7]=[CH:6][C:5]([N:8]2[C:12]([C:13]3[CH:18]=[CH:17][C:16]([S:19][CH3:20])=[CH:15][CH:14]=3)=[CH:11][C:10]([C:21]([N:26]([CH3:27])[CH3:24])=[O:23])=[N:9]2)=[CH:4][CH:3]=1 |f:2.3,4.5.6|. Reactants: Cl.CNC (Dimethylamine hydrochloride), C([O-])([O-])=O.[K+].[K+] (potassium carbonate), FC1=CC=C(C=C1)N1N=C(C=C1C1=CC=C(C=C1)SC)C(=O)O (1-(4-fluorophenyl)-5-[4-(methylthio)phenyl]pyrazole-3-carboxylic acid), C(=O)(N1C=NC=C1)N1C=NC=C1 (1,1'-carbonyldiimidazole). Starting materials: C(C)(C)(C)C=1C(=C(/C=C/C2=C(C(=O)Cl)C=C(C=C2)NS(=O)(=O)C)C=C(C1)N1C(NC(C=C1)=O)=O)OC ((E)-2-(3-tert-butyl-5-(2,4-dioxo-3,4-dihydropyrimidin-1(2H)-yl)-2-methoxystyryl)-5-(methylsulfonamido)benzoyl chloride), N1N=NC=C1 (1H-1,2,3-triazole), C([O-])([O-])=O.[K+].[K+] (potassium carbonate). The solvent is C1CCCS1(=O)=O (tetramethylene sulfone). Reaction conditions: temperature 130 celsius. Product: C(C)(C)(C)C=1C(=C(/C=C/C2=C(C=C(C=C2)NS(=O)(=O)C)C=2OC=CN2)C=C(C1)N1C(NC(C=C1)=O)=O)OC ((E)-N-(4-(3-tert-butyl-5-(2,4-dioxo-3,4-dihydropyrimidin-1(2H)-yl)-2-methoxystyryl)-3-(oxazol-2-yl)phenyl)methanesulfonamide). The yield is 46.0%. RXN SMILES: [C:1]([C:5]1[C:6]([O:35][CH3:36])=[C:7]([CH:24]=[C:25]([N:27]2[CH:32]=[CH:31][C:30](=[O:33])[NH:29][C:28]2=[O:34])[CH:26]=1)/[CH:8]=[CH:9]/[C:10]1[CH:18]=[CH:17][C:16]([NH:19][S:20]([CH3:23])(=[O:22])=[O:21])=[CH:15][C:11]=1[C:12](Cl)=[O:13])([CH3:4])([CH3:3])[CH3:2].[NH:37]1[CH:41]=[CH:40]N=N1.C(=O)([O-])[O-].[K+].[K+]>C1S(=O)(=O)CCC1>[C:1]([C:5]1[C:6]([O:35][CH3:36])=[C:7]([CH:24]=[C:25]([N:27]2[CH:32]=[CH:31][C:30](=[O:33])[NH:29][C:28]2=[O:34])[CH:26]=1)/[CH:8]=[CH:9]/[C:10]1[CH:18]=[CH:17][C:16]([NH:19][S:20]([CH3:23])(=[O:22])=[O:21])=[CH:15][C:11]=1[C:12]1[O:13][CH:40]=[CH:41][N:37]=1)([CH3:4])([CH3:3])[CH3:2] |f:2.3.4|. Procedure: To a solution of the product from Example 126, Part A (80 mg, 0.15 mmol) in tetramethylene sulfone (1.5 ml) was added 1H-1,2,3-triazole (10 μL, 0.17 mmol) and potassium carbonate (73 mg, 0.53 mmol). The mixture was heated for 35 min at 130° C. in a microwave reactor. After cooling to room temperature, the mixture was partitioned between 1 N aqueous HCl (10 ml) and EtOAc (2×10 ml). The combined organic layers were dried over Na2SO4, filtered and concentrated in vacuo. The crude product was purifi... Reported procedure: Following the procedure described for Example 5a using [4-(4-bromo-1-methyl-1H-pyrazol-3-yl)phenyl]amine and 2M dimethylamine in tetrahydrofuran provided the title compound. ESMS [M+H]+: 323.2 The reactants are BrC=1C(=NN(C1)C)C1=CC=C(C=C1)N ([4-(4-bromo-1-methyl-1H-pyrazol-3-yl)phenyl]amine), CNC (dimethylamine), O1CCCC1 (tetrahydrofuran). Yields the product BrC=1C(=NN(C1)C)C1=CC=C(C=C1)NC(N(C)C)=O (N′-[4-(4-bromo-1-methyl-1H-pyrazol-3-yl)phenyl]-N,N-dimethylurea). RXN SMILES: [Br:1][C:2]1[C:3]([C:8]2[CH:13]=[CH:12][C:11]([NH2:14])=[CH:10][CH:9]=2)=[N:4][N:5]([CH3:7])[CH:6]=1.[CH3:15][NH:16][CH3:17].[O:18]1[CH2:22]CCC1>>[Br:1][C:2]1[C:3]([C:8]2[CH:13]=[CH:12][C:11]([NH:14][C:22](=[O:18])[N:16]([CH3:17])[CH3:15])=[CH:10][CH:9]=2)=[N:4][N:5]([CH3:7])[CH:6]=1. Reactants: CCOC(=O)Nc1nc2cc(F)ccc2nc1OC, Fc1ccccc1N1CCNCC1. The product is COc1nc2ccc(F)cc2nc1NC(=O)N1CCN(c2ccccc2F)CC1. RXN SMILES: [F:1][c:2]1[cH:3][c:4]2[n:5][c:6]([NH:14][C:15]([O:16][CH2:17][CH3:18])=[O:19])[c:7]([O:12][CH3:13])[n:8][c:9]2[cH:10][cH:11]1.[F:20][c:21]1[c:22]([N:27]2[CH2:28][CH2:29][NH:30][CH2:31][CH2:32]2)[cH:23][cH:24][cH:25][cH:26]1>>[F:1][c:2]1[cH:3][c:4]2[n:5][c:6]([NH:14][C:15](=[O:19])[N:30]3[CH2:29][CH2:28][N:27]([c:22]4[c:21]([F:20])[cH:26][cH:25][cH:24][cH:23]4)[CH2:32][CH2:31]3)[c:7]([O:12][CH3:13])[n:8][c:9]2[cH:10][cH:11]1. Starting materials: OC1=CC=C(C=C1)CCC(=O)OC (Methyl 3-(4-hydroxyphenyl)propanoate), C([O-])([O-])=O.[K+].[K+] (potassium carbonate), O (water), Br.BrCC1=CC=NC=C1 (4-(bromomethyl)pyridine hydrobromide). Run in CCOC(=O)C (EtOAc), CN(C)C=O (DMF). Conditions: time 8 hour. Yields the product COC(CCC1=CC=C(C=C1)OCC1=CC=NC=C1)=O (3-[4-(Pyridin-4-ylmethoxy)-phenyl]-propionic acid methyl ester). Reaction SMILES: [OH:1][C:2]1[CH:7]=[CH:6][C:5]([CH2:8][CH2:9][C:10]([O:12][CH3:13])=[O:11])=[CH:4][CH:3]=1.C(=O)([O-])[O-].[K+].[K+].Br.Br[CH2:22][C:23]1[CH:28]=[CH:27][N:26]=[CH:25][CH:24]=1.O>CN(C=O)C.CCOC(C)=O>[CH3:13][O:12][C:10](=[O:11])[CH2:9][CH2:8][C:5]1[CH:4]=[CH:3][C:2]([O:1][CH2:22][C:23]2[CH:28]=[CH:27][N:26]=[CH:25][CH:24]=2)=[CH:7][CH:6]=1 |f:1.2.3,4.5|. Reported procedure: To a solution of Methyl 3-(4-hydroxyphenyl)propanoate (0.5 g, 2.77 mmol) in dry DMF (10 ml) is added potassium carbonate (0.76 g, 5.55 mmol) followed by 4-(bromomethyl)pyridine hydrobromide (0.7 g, 2.77 mmol). The reaction mixture is stirred at room temperature overnight then poured into water (80 ml) and extracted with EtOAc (40 ml). The organic phase is washed with brine, dried (MgSO4) and the solvent removed in vacuo to yield a dark brown oil. Chromatography (SiO2, EtOAc) yields 3-[4-(Pyridin... Reactants: F[B-](F)(F)F, CCNCc1ccccc1, CCN(C(C)C)C(C)C, COC(=O)c1ccccc1SCCc1ccc(OCC(=O)O)cc1, CN(C)C=O, O, CN(C)C(On1nnc2ccccc21)=[N+](C)C. Yields the product CCN(Cc1ccccc1)C(=O)COc1ccc(CCSc2ccccc2C(=O)OC)cc1. Reaction SMILES: [B-:35]([F:36])([F:37])([F:38])[F:39].[CH2:25]([c:26]1[cH:27][cH:28][cH:29][cH:30][cH:31]1)[NH:32][CH2:33][CH3:34].[CH2:57]([N:58]([CH:59]([CH3:60])[CH3:61])[CH:62]([CH3:63])[CH3:64])[CH3:65].[CH3:1][O:2][C:3](=[O:4])[c:5]1[c:6]([S:11][CH2:12][CH2:13][c:14]2[cH:15][cH:16][c:17]([O:18][CH2:19][C:20](=[O:21])[OH:22])[cH:23][cH:24]2)[cH:7][cH:8][cH:9][cH:10]1.[O:66]=[CH:67][N:68]([CH3:69])[CH3:70].[OH2:71].[n:40]1([O:41][C:42]([N:43]([CH3:44])[CH3:45])=[N+:46]([CH3:47])[CH3:48])[c:49]2[cH:50][cH:51][cH:52][cH:53][c:54]2[n:55][n:56]1>>[CH3:1][O:2][C:3](=[O:4])[c:5]1[c:6]([S:11][CH2:12][CH2:13][c:14]2[cH:15][cH:16][c:17]([O:18][CH2:19][C:20](=[O:22])[N:32]([CH2:25][c:26]3[cH:27][cH:28][cH:29][cH:30][cH:31]3)[CH2:33][CH3:34])[cH:23][cH:24]2)[cH:7][cH:8][cH:9][cH:10]1.